Dataset: the Open Reaction Database (ORD), a public repository of structured organic reaction records. Task: describe an organic reaction: reactants, conditions, products, and yield Reactants: CN(C)NC(=O)C=1N(C=C(N1)NC(=O)C=1N(C=C(N1)[N+](=O)[O-])C)C (N-(N',N'-dimethylamino)-1-methyl-4-[1-methyl-4-nitroimidazole-2-carboxamido]-imidazole-2-carboxamide). Reagents/catalysts: [Pd] (Pd on charcoal). Run in CO (methanol). The product is CN(C)NC(=O)C=1N(C=C(N1)NC(=O)C=1N(C=C(N1)N)C)C (N-(N',N'-dimethylamino)-1-methyl-4-[1-methyl-4-aminoimidazole-2-carboxamido]-imidazole-2-carboxamide). As a reaction SMILES: [CH3:1][N:2]([NH:4][C:5]([C:7]1[N:8]([CH3:24])[CH:9]=[C:10]([NH:12][C:13]([C:15]2[N:16]([CH3:23])[CH:17]=[C:18]([N+:20]([O-])=O)[N:19]=2)=[O:14])[N:11]=1)=[O:6])[CH3:3]>CO.[Pd]>[CH3:3][N:2]([NH:4][C:5]([C:7]1[N:8]([CH3:24])[CH:9]=[C:10]([NH:12][C:13]([C:15]2[N:16]([CH3:23])[CH:17]=[C:18]([NH2:20])[N:19]=2)=[O:14])[N:11]=1)=[O:6])[CH3:1]. Reported procedure: A solution of N-(N',N'-dimethylamino)-1-methyl-4-[1-methyl-4-nitroimidazole-2-carboxamido]-imidazole-2-carboxamide (0.50 g, 1.49 mmol) and 5% Pd on charcoal (0.2 g) in chilled methanol (20 mL) was purged of air and hydrogenated at room temperature for 6 hours. The catalyst was removed by filtration and the methanol evaporated under reduced pressure to give N-(N',N'-dimethylamino)-1-methyl-4-[1-methyl-4-aminoimidazole-2-carboxamido]-imidazole-2-carboxamide as an unstable yellow solid. Reactants: [CH2-]C(C)=O, CCO, [H][H], [N-]=[N+]=NCC1OC(n2cnc3c(C4CCOC4)ncnc32)C(O)C1O. Yields the product [CH2-]C(C)=O, NCC1OC(n2cnc3c(C4CCOC4)ncnc32)C(O)C1O. As a reaction SMILES: [CH2-:1][C:2](=[O:3])[CH3:4].[CH3:32][CH2:33][OH:34].[H:30][H:31].[N:5](=[N+:6]=[N-:7])[CH2:8][CH:9]1[O:10][CH:11]([n:16]2[c:17]3[n:18][cH:19][n:20][c:21]([CH:25]4[CH2:26][O:27][CH2:28][CH2:29]4)[c:22]3[n:23][cH:24]2)[CH:12]([OH:15])[CH:13]1[OH:14]>>[CH2-:1][C:2](=[O:3])[CH3:4].[NH2:5][CH2:8][CH:9]1[O:10][CH:11]([n:16]2[c:17]3[n:18][cH:19][n:20][c:21]([CH:25]4[CH2:26][O:27][CH2:28][CH2:29]4)[c:22]3[n:23][cH:24]2)[CH:12]([OH:15])[CH:13]1[OH:14]. The reactants are molecular hydrogen, C(C)C=1C=C(C=C(C1N=O)C)O (3-ethyl-4-nitroso-5-methylphenol), [H][H] (hydrogen), C (charcoal). Reagents/catalysts: [Pd] (palladium). The solvent is O1CCCC1 (tetrahydrofuran). The product is C(C)C=1C=C(C=C(C1N)C)O (3-ethyl-4-amino-5-methylphenol). Reaction SMILES: [CH2:1]([C:3]1[CH:4]=[C:5]([OH:12])[CH:6]=[C:7]([CH3:11])[C:8]=1[N:9]=O)[CH3:2].C.[H][H]>O1CCCC1.[Pd]>[CH2:1]([C:3]1[CH:4]=[C:5]([OH:12])[CH:6]=[C:7]([CH3:11])[C:8]=1[NH2:9])[CH3:2]. Procedure details: 88.7 g (537.6 mmol) of the 3-ethyl-4-nitroso-5-methylphenol prepared in stage 1 are catalytically hydrogenated in 1 liter of tetrahydrofuran (THF) with molecular hydrogen under 5 bar at 20°-25° C. 10 g of 5% palladium on active charcoal (Pd-C) are used as catalyst. The hydrogen uptake is 77% of theory. The catalyst is filtered off, the filtrate is evaporated and the residue is recrystallised from methanol. Yield 51.2 g (63.2% of theory); melting point 167°-170° C. The reactants are NC(C)C1CCN(CC1)C(=O)OC(C)(C)C (tert-butyl 4-(1-aminoethyl)piperidine-1-carboxylate), BrC=1C(=NC(=NC1)Cl)Cl (5-bromo-2,4-dichloropyrimidine), C(C)N(C(C)C)C(C)C (N-ethyl-N-isopropylpropan-2-amine). Run in C(C)O (ethanol). Run at time 8 hour. Yields the product BrC=1C(=NC(=NC1)Cl)NC(C)C1CCN(CC1)C(=O)OC(C)(C)C (tert-butyl 4-(1-((5-bromo-2-chloropyrimidin-4-yl)amino)ethyl)piperidine-1-carboxylate). Yield: 76.1%. Reaction SMILES: [NH2:1][CH:2]([CH:4]1[CH2:9][CH2:8][N:7]([C:10]([O:12][C:13]([CH3:16])([CH3:15])[CH3:14])=[O:11])[CH2:6][CH2:5]1)[CH3:3].[Br:17][C:18]1[C:19](Cl)=[N:20][C:21]([Cl:24])=[N:22][CH:23]=1.C(N(C(C)C)C(C)C)C>C(O)C>[Br:17][C:18]1[C:19]([NH:1][CH:2]([CH:4]2[CH2:5][CH2:6][N:7]([C:10]([O:12][C:13]([CH3:15])([CH3:14])[CH3:16])=[O:11])[CH2:8][CH2:9]2)[CH3:3])=[N:20][C:21]([Cl:24])=[N:22][CH:23]=1. Procedure: To the solution of tert-butyl 4-(1-aminoethyl)piperidine-1-carboxylate (5 g, 21.9 mmol) in ethanol (50 ml) were added 5-bromo-2,4-dichloropyrimidine (5.97 g, 26.3 mmol), and N-ethyl-N-isopropylpropan-2-amine (8.48 g, 65.7 mmol). The resulting mixture was stirred at room temperature overnight. The reaction mixture was concentrated in vacuum, and the crude product was added to water (100 ml). The aqueous layer was extracted with ethyl acetate (50 mL×4) and organic layer was dried over sodium sulfa... The reactants are C(C)(C)(C)OC(NC1=C(C=C(C(=C1)Cl)C(F)(F)F)NC(CC(C1=CC(=CC=C1)N1N=CN=C1)=O)=O)=O ({5-chloro-2-[3-oxo-3-(3-[1,2,4]triazol-1-yl-phenyl)-propionylamino]-4-trifluoromethyl-phenyl}-carbamic acid tert-butyl ester), C(=O)(C(F)(F)F)O (TFA). Solvent: C(Cl)Cl (CH2Cl2). Product: ClC1=CC2=C(NC(CC(=N2)C2=CC(=CC=C2)N2N=CN=C2)=O)C=C1C(F)(F)F (7-Chloro-4-(3-[1,2,4]triazol-1-yl-phenyl)-8-trifluoromethyl-1,3-dihydro-benzo[b][1,4]diazepin-2-one), solid. Isolated yield 78.0%. RXN SMILES: C(OC(=O)[NH:7][C:8]1[CH:13]=[C:12]([Cl:14])[C:11]([C:15]([F:18])([F:17])[F:16])=[CH:10][C:9]=1[NH:19][C:20](=[O:35])[CH2:21][C:22](=O)[C:23]1[CH:28]=[CH:27][CH:26]=[C:25]([N:29]2[CH:33]=[N:32][CH:31]=[N:30]2)[CH:24]=1)(C)(C)C.C(O)(C(F)(F)F)=O>C(Cl)Cl>[Cl:14][C:12]1[C:11]([C:15]([F:18])([F:17])[F:16])=[CH:10][C:9]2[NH:19][C:20](=[O:35])[CH2:21][C:22]([C:23]3[CH:28]=[CH:27][CH:26]=[C:25]([N:29]4[CH:33]=[N:32][CH:31]=[N:30]4)[CH:24]=3)=[N:7][C:8]=2[CH:13]=1. Procedure: The title compound was prepared from {5-chloro-2-[3-oxo-3-(3-[1,2,4]triazol-1-yl-phenyl)-propionylamino]-4-trifluoromethyl-phenyl}-carbamic acid tert-butyl ester (Example M48) (0.35 g, 0.67 mmol) by treatment with TFA in CH2Cl2 according to the general procedure N. Obtained as a light yellow solid (211 mg, 78%). Reactants: C(C#C)(=O)OC (methyl propiolate), [Mg] (magnesium), II (iodine), [Mg] (magnesium), II (iodine), C1(CCCCCCC1)[Mg]Br (cyclooctylmagnesium bromide), [Cl-].[Li+] (lithium chloride), [Cu](C#N)C#N (copper cyanide), BrCCBr (1,2-dibromoethane), C1(CCCCCCC1)Br (cyclooctyl bromide), C1(CCCCCCC1)Br (cyclooctyl bromide). Solvent: O1CCCC1 (tetrahydrofuran), O1CCCC1 (tetrahydrofuran), O1CCCC1 (tetrahydrofuran), O1CCCC1 (tetrahydrofuran), O1CCCC1 (tetrahydrofuran), O1CCCC1 (tetrahydrofuran). Reaction conditions: temperature -70 celsius, time 10 minute. Yields the product hexanes diethyl ether, COC(/C(=C\C1CCCCCCC1)/I)=O ((E)-3-cyclooctyl-2-iodo-acrylic acid methyl ester). Isolated yield 43.5%. RXN SMILES: [Mg].BrCCBr.[CH:6]1(Br)[CH2:13][CH2:12][CH2:11][CH2:10][CH2:9][CH2:8][CH2:7]1.[Cl-].[Li+].[Cu](C#N)C#N.C1([Mg]Br)CCCCCCC1.[C:32]([O:36][CH3:37])(=[O:35])[C:33]#[CH:34].[I:38]I>O1CCCC1>[CH3:37][O:36][C:32](=[O:35])/[C:33](/[I:38])=[CH:34]\[CH:6]1[CH2:13][CH2:12][CH2:11][CH2:10][CH2:9][CH2:8][CH2:7]1 |f:3.4|. Reported procedure: A mixture of magnesium metal (1.94 g, 80 mmol) and dry tetrahydrofuran (3 mL) under argon was treated with a solution of 1,2-dibromoethane (0.56 g, 3 mmol) in dry tetrahydrofuran (2 mL). The resulting reaction mixture was stirred for 10 min to activate the magnesium metal. The reaction mixture was then treated dropwise with a solution of cyclooctyl bromide (7.64 g, 40 mmol) in dry tetrahydrofuran (15 mL), one-fifth portion over a period of 5 min. The resulting reaction mixture was stirred for 5-... Starting materials: CO (methanol), COC1=C(C=C(C=C1)OC)N1CCN(CC1)CCNC1=NC=CC(=N1)C(=O)N (2-[[2-[4-(2,5-dimethoxyphenyl) piperazin-1-yl]ethyl]amino]pyrimidine-4-carboxamide), CO (methanol), ester, Cl (hydrochloric acid). Solvent: C1CCCCC1 (cyclohexane). Product: COC1=C(C=C(C=C1)OC)N1CCN(CC1)CCNC1=NC=CC(=N1)C(=O)OC (Methyl 2-[[2-[4-(2,5-dimethoxyphenyl)piperazin-1-yl]ethyl]amino]pyrimidine-4-carboxylate). Reaction SMILES: [CH3:1][O:2][C:3]1[CH:8]=[CH:7][C:6]([O:9][CH3:10])=[CH:5][C:4]=1[N:11]1[CH2:16][CH2:15][N:14]([CH2:17][CH2:18][NH:19][C:20]2[N:25]=[C:24]([C:26](N)=[O:27])[CH:23]=[CH:22][N:21]=2)[CH2:13][CH2:12]1.[CH3:29][OH:30].Cl>C1CCCCC1>[CH3:1][O:2][C:3]1[CH:8]=[CH:7][C:6]([O:9][CH3:10])=[CH:5][C:4]=1[N:11]1[CH2:12][CH2:13][N:14]([CH2:17][CH2:18][NH:19][C:20]2[N:25]=[C:24]([C:26]([O:30][CH3:29])=[O:27])[CH:23]=[CH:22][N:21]=2)[CH2:15][CH2:16]1. Procedure: 8.76 g (22.66 mmol) of 2-[[2-[4-(2,5-dimethoxyphenyl) piperazin-1-yl]ethyl]amino]pyrimidine-4-carboxamide are introduced into 650 ml of methanol in a 1 l round-bottomed flask, a stream of gaseous hydrochloric acid is passed through for a few minutes and the mixture is then heated at the reflux temperature of the methanol for 5 h. The solventis evaporated under reduced pressure, 300 ml of dichloromethane are added to the residue and the mixture is then basified with a saturated aqueous sodium hyd... Starting materials: [N+](=O)([O-])C=1C=C2C(=C(NC2=CC1)C(=O)OCC)C1=CC=CC=C1 (ethyl 5-nitro-3-phenyl-1H-indole-2-carboxylate), C(C)(C)(C)C1=CC=C(C=C1)S(=O)(=O)Cl (4-tert-butylbenzene sulfonyl chloride). The product is C(C)(C)(C)C1=CC=C(C=C1)S(=O)(=O)NC=1C=C2C(=C(NC2=CC1)C(=O)O)C1=CC=CC=C1 (5-{[(4-tert-butylphenyl)sulfonyl]amino}-3-phenyl-1H-indole-2-carboxylic acid). Reaction SMILES: [N+:1]([C:4]1[CH:5]=[C:6]2[C:10](=[CH:11][CH:12]=1)[NH:9][C:8]([C:13]([O:15]CC)=[O:14])=[C:7]2[C:18]1[CH:23]=[CH:22][CH:21]=[CH:20][CH:19]=1)([O-])=O.[C:24]([C:28]1[CH:33]=[CH:32][C:31]([S:34](Cl)(=[O:36])=[O:35])=[CH:30][CH:29]=1)([CH3:27])([CH3:26])[CH3:25]>>[C:24]([C:28]1[CH:33]=[CH:32][C:31]([S:34]([NH:1][C:4]2[CH:5]=[C:6]3[C:10](=[CH:11][CH:12]=2)[NH:9][C:8]([C:13]([OH:15])=[O:14])=[C:7]3[C:18]2[CH:23]=[CH:22][CH:21]=[CH:20][CH:19]=2)(=[O:36])=[O:35])=[CH:30][CH:29]=1)([CH3:27])([CH3:25])[CH3:26]. Procedure: The title compound was prepared from ethyl 5-nitro-3-phenyl-1H-indole-2-carboxylate and 4-tert-butylbenzene sulfonyl chloride followed the procedures of Example 1 Step 2 & Step 3 as a gray solid: 1H NMR (DMSO-d6) δ 1.25 (s, 9H, 7.05 (d, J=1.8 Hz, 1H, 7.10 (dd, J=8.9, 2.0 Hz, 1H, 7.26-7.45 (m, 6H, 7.54 (d, J=8.9 Hz, 2H, 7.57 (d, J=8.8 Hz, 2H, 9.81 (s, 1H, 11.79 (s, 1H, 12.42 (br s, 1H; MS (ESI) m/z 447 [M-H]−; HRMS calcd for C25H25N2O4S: 449.1533; found (ESI+): 449.1524; Anal. calcd for C25H24N2O... Solvent: C(Cl)Cl (DCM), C(Cl)Cl (DCM). Reactants: CCN=C=NCCCN(C)C (EDAC), O1C(CCCC1)O[C@@H]1CO[C@H]2[C@@H]1OC[C@H]2O ((3R,3aR,6R,6aR)-6-(tetrahydro-2H-pyran-2-yloxy)-hexahydrofuro[3,2-b]furan-3-ol), [N+](=O)([O-])O[C@@H](CCCC(=O)O)CO[N+](=O)[O-] ((S)-5,6-di(nitrooxy)hexanoic acid). Conditions: time 16.5 hour. RXN SMILES: [O:1]1[CH2:6][CH2:5][CH2:4][CH2:3][CH:2]1[O:7][C@H:8]1[C@H:12]2[O:13][CH2:14][C@@H:15]([OH:16])[C@H:11]2[O:10][CH2:9]1.[N+:17]([O:20][C@H:21]([CH2:28][O:29][N+:30]([O-:32])=[O:31])[CH2:22][CH2:23][CH2:24][C:25](O)=[O:26])([O-:19])=[O:18].CCN=C=NCCCN(C)C>C(Cl)Cl.CN(C)C1C=CN=CC=1>[O:1]1[CH2:6][CH2:5][CH2:4][CH2:3][CH:2]1[O:7][C@H:8]1[C@H:12]2[O:13][CH2:14][C@@H:15]([O:16][C:25](=[O:26])[CH2:24][CH2:23][CH2:22][C@H:21]([O:20][N+:17]([O-:19])=[O:18])[CH2:28][O:29][N+:30]([O-:32])=[O:31])[C@H:11]2[O:10][CH2:9]1. Yields the product O1C(CCCC1)O[C@@H]1CO[C@H]2[C@@H]1OC[C@H]2OC(CCC[C@@H](CO[N+](=O)[O-])O[N+](=O)[O-])=O ((5S)-((3R,3aR,6R,6aR)-6-(tetrahydro-2H-pyran-2-yloxy)hexahydrofuro[3,2-b]furan-3-yl)5,6-bis(nitrooxy)hexanoate). Procedure: To a solution of (3R,3aR,6R,6aR)-6-(tetrahydro-2H-pyran-2-yloxy)-hexahydrofuro[3,2-b]furan-3-ol (2.96 g, 12.9 mmol) in DCM (40.8 mL) a solution of the crude (S)-5,6-di(nitrooxy)hexanoic acid (3.06 g, 12.85 mmol) (Step D) in DCM (9.15 mL) was added followed by EDAC (3.69 g, 19.28 mmol) and 4-dimethylaminopyridine (175 mg, 1.28 mmol). The reaction mixture was stirred at rt for 16.5 hrs. The solvent was removed under reduced pressure. The crude residue was purified by flash chromatography (Biotage ... The reagents and catalysts are CN(C1=CC=NC=C1)C (4-dimethylaminopyridine). Conditions: time 30 minute. Run in CN(C=O)C (dimethylformamide). Yields the product COC=1C=C(C=CC1)S(=O)C=1C2=C(SC1C(=O)OCC)C=C(C=C2)COC=2C=NC=CC2 (Ethyl 3-[(3-methoxyphenyl)sulfinyl]-6-[(3-pyridyloxy)methyl]benzo[b]thiophene-2-carboxylate). Procedure details: 3-Hydroxypyridine (57 mg, 0.6 mmol) was added to a stirred suspension of sodium hydride (24 mg of 60% dispersion in mineral oil, 0.6 mmol) in anhydrous dimethylformamide (2 ml), under a nitrogen atmosphere. After 30 minutes, ethyl 3-[(3-methoxyphenyl)sulfinyl]-6-[(methylsulfonyloxy)methyl]benzo[b]thiophene-2-carboxylate (Preparation 18, 234 mg, 0.5 mmol) was added to the mixture, and the mixture was stirred for 3 hours. The reaction was partitioned between ethyl acetate and water. The organics w... Reactants: OC=1C=NC=CC1 (3-Hydroxypyridine), [H-].[Na+] (sodium hydride), COC=1C=C(C=CC1)S(=O)C=1C2=C(SC1C(=O)OCC)C=C(C=C2)COS(=O)(=O)C (ethyl 3-[(3-methoxyphenyl)sulfinyl]-6-[(methylsulfonyloxy)methyl]benzo[b]thiophene-2-carboxylate). As a reaction SMILES: [OH:1][C:2]1[CH:3]=[N:4][CH:5]=[CH:6][CH:7]=1.[H-].[Na+].[CH3:10][O:11][C:12]1[CH:13]=[C:14]([S:18]([C:20]2[C:21]3[CH:33]=[CH:32][C:31]([CH2:34]OS(C)(=O)=O)=[CH:30][C:22]=3[S:23][C:24]=2[C:25]([O:27][CH2:28][CH3:29])=[O:26])=[O:19])[CH:15]=[CH:16][CH:17]=1>CN(C)C=O>[CH3:10][O:11][C:12]1[CH:13]=[C:14]([S:18]([C:20]2[C:21]3[CH:33]=[CH:32][C:31]([CH2:34][O:1][C:2]4[CH:3]=[N:4][CH:5]=[CH:6][CH:7]=4)=[CH:30][C:22]=3[S:23][C:24]=2[C:25]([O:27][CH2:28][CH3:29])=[O:26])=[O:19])[CH:15]=[CH:16][CH:17]=1 |f:1.2|. Isolated yield 47.1%.